The task is: describe an organic reaction: reactants, conditions, products, and yield. This data is from the Open Reaction Database (ORD), a public repository of structured organic reaction records. Reactants: C1(CCCCC1)CO (cyclohexyl methanol), C1(CCCCC1)C(=O)O (cyclohexane carboxylic acid). The reagents and catalysts are [Sn]=O (tin oxide). Run in C(C)(C)O (isopropanol). Yields the product C(C)(C)C1(CCCCC1)C(=O)O (Isopropyl cyclohexane carboxylic acid). RXN SMILES: [CH:1]1([C:7]([OH:9])=[O:8])[CH2:6][CH2:5][CH2:4][CH2:3][CH2:2]1.[CH:10]1(CO)[CH2:15]CCC[CH2:11]1>[Sn]=O.C(O)(C)C>[CH:10]([C:1]1([C:7]([OH:9])=[O:8])[CH2:6][CH2:5][CH2:4][CH2:3][CH2:2]1)([CH3:15])[CH3:11]. Procedure: The reaction between cyclohexane carboxylic acid and isopropanol was conducted under the same conditions as in Example 1, except that 1 g of hydrous tin oxide catalyst prepared in Example C was used in place of 2 g of the hydrous zirconium oxide catalyst used in Example 1. It was discovered by gas chromatography that cyclohexyl methanol was formed at a conversion rate of 95% and selectivity of 39%. Isopropyl cyclohexane carboxylic acid was also obtained as a by-product in an amount of 41%. The product is BrC(=CC1=CC=C(C=C1)CC)Br (1,1-dibromo-2-(4-ethylphenyl)ethylene). Reagents/catalysts: [Zn] (zinc). Reactants: C(Br)(Br)(Br)Br (carbon tetrabromide), C(C)C1=CC=C(C=O)C=C1 (p-ethylbenzaldehyde), C1(=CC=CC=C1)P(C1=CC=CC=C1)C1=CC=CC=C1 (triphenylphosphine), C(Cl)(Cl)(Cl)Cl (carbon tetrachloride). As a reaction SMILES: [C:1]([Br:5])(Br)(Br)[Br:2].C1(P(C2C=CC=CC=2)C2C=CC=CC=2)C=CC=CC=1.C(Cl)(Cl)(Cl)Cl.[CH2:30]([C:32]1[CH:39]=[CH:38][C:35]([CH:36]=O)=[CH:34][CH:33]=1)[CH3:31]>[Zn].C(Cl)Cl>[Br:2][C:1]([Br:5])=[CH:36][C:35]1[CH:38]=[CH:39][C:32]([CH2:30][CH3:31])=[CH:33][CH:34]=1. Reaction conditions: time 2 hour. The solvent is Petroleum ether, C(Cl)Cl (methylene chloride). Reported procedure: A mixture of 4.94 g. (0.015 mol.) of carbon tetrabromide, 3.90 g. (0.015 mol.) of triphenylphosphine and 0.975 g. (0.015 g.-atom) of zinc in 25 ml. of carbon tetrachloride is stirred at 25° for 24 hours. A solution of 1.0 g. (7.45 mmol.) of p-ethylbenzaldehyde in 10 ml. of methylene chloride is added and the reaction mixture is stirred an additional 2 hours. Petroleum ether (140 ml.) is added to the mixture, the organic layer is decanted and the residue is extracted with 1:4 methylene chloride-p... Reactants: CC(C)O, O=N[O-], N#Cc1cc([N+](=O)[O-])cc(Cl)c1N, [Na+], O, O=S(=O)(O)O. Yields the product N#Cc1cc(Cl)cc([N+](=O)[O-])c1. RXN SMILES: [CH3:19][CH:20]([OH:21])[CH3:22].[N:23]([O-:24])=[O:25].[NH2:6][c:7]1[c:8]([C:9]#[N:10])[cH:11][c:12]([N+:16](=[O:17])[O-:18])[cH:13][c:14]1[Cl:15].[Na+:26].[OH2:27].[S:1](=[O:2])(=[O:3])([OH:4])[OH:5]>>[cH:7]1[c:8]([C:9]#[N:10])[cH:11][c:12]([N+:16](=[O:17])[O-:18])[cH:13][c:14]1[Cl:15].